This data is from the Open Reaction Database (ORD), a public repository of structured organic reaction records. The task is: describe an organic reaction: reactants, conditions, products, and yield The product is COc1cc2c(Oc3cccc(NC(=O)Nc4cc(C(C)(C)C)on4)c3)ncnc2cc1OC1CCN(C(=O)OC(C)(C)C)CC1. As a reaction SMILES: [C:1]([CH3:2])([CH3:3])([CH3:4])[c:5]1[cH:6][c:7]([NH:10][C:11](=[O:12])[NH:13][c:14]2[cH:15][c:16]([O:20][c:21]3[n:22][cH:23][n:24][c:25]4[cH:26][c:27]([OH:33])[c:28]([O:31][CH3:32])[cH:29][c:30]34)[cH:17][cH:18][cH:19]2)[n:8][o:9]1.[CH2:83]1[O:84][CH2:85][CH2:86][CH2:87]1.[N:67]([C:68]([O:69][C:70]([CH3:71])([CH3:72])[CH3:73])=[O:74])=[N:75][C:76]([O:77][C:78]([CH3:79])([CH3:80])[CH3:81])=[O:82].[OH:34][CH:35]1[CH2:36][CH2:37][N:38]([C:41](=[O:42])[O:43][C:44]([CH3:45])([CH3:46])[CH3:47])[CH2:39][CH2:40]1.[c:48]1([P:49]([c:50]2[cH:51][cH:52][cH:53][cH:54][cH:55]2)[c:56]2[cH:57][cH:58][cH:59][cH:60][cH:61]2)[cH:62][cH:63][cH:64][cH:65][cH:66]1>>[C:1]([CH3:2])([CH3:3])([CH3:4])[c:5]1[cH:6][c:7]([NH:10][C:11](=[O:12])[NH:13][c:14]2[cH:15][c:16]([O:20][c:21]3[n:22][cH:23][n:24][c:25]4[cH:26][c:27]([O:33][CH:35]5[CH2:36][CH2:37][N:38]([C:41](=[O:42])[O:43][C:44]([CH3:45])([CH3:46])[CH3:47])[CH2:39][CH2:40]5)[c:28]([O:31][CH3:32])[cH:29][c:30]34)[cH:17][cH:18][cH:19]2)[n:8][o:9]1. Starting materials: COc1cc2c(Oc3cccc(NC(=O)Nc4cc(C(C)(C)C)on4)c3)ncnc2cc1O, C1CCOC1, CC(C)(C)OC(=O)N=NC(=O)OC(C)(C)C, CC(C)(C)OC(=O)N1CCC(O)CC1, c1ccc(P(c2ccccc2)c2ccccc2)cc1. The reactants are O (water), diol, BrCCCCCCCCCCCCCCCCBr (1,16-dibromohexadecane), Br (HBr). Solvent: C1CCCCC1 (cyclohexane). The product is BrCCCCCCCCCCCCCCCCO (16-Bromohexadecan-1-ol). RXN SMILES: Br.[Br:2][CH2:3][CH2:4][CH2:5][CH2:6][CH2:7][CH2:8][CH2:9][CH2:10][CH2:11][CH2:12][CH2:13][CH2:14][CH2:15][CH2:16][CH2:17][CH2:18]Br.[OH2:20]>C1CCCCC1>[Br:2][CH2:3][CH2:4][CH2:5][CH2:6][CH2:7][CH2:8][CH2:9][CH2:10][CH2:11][CH2:12][CH2:13][CH2:14][CH2:15][CH2:16][CH2:17][CH2:18][OH:20]. Reported procedure: The diol 14 (1.047 g, 4.05 mmol) was dissolved in cyclohexane (30 mL) and vigorously stirred with 48% HBr (0.5 mL, 4.46 mmol, 1.1 eq.). The mixture was refluxed for 6 h, diluted with water (50 mL) and the phases were separated. The aqueous phase was extracted with a mixture of dichloromethane and methanol (v/v, 4:1 3×20 mL). The combined organic layer was dried over MgSO4. The product was purified by column chromatography with silica gel (6×6 cm, cyclohexane/ethyl acetate, 8:1) and isolated as a... Starting materials: CCCC[Sn](Cl)(CCCC)CCCC, [Li]CCCC, C1CCOC1, CCSc1ncc2cccc(C)n12. The product is CCCC[Sn](CCCC)(CCCC)c1cccc2cnc(SCC)n12. As a reaction SMILES: [CH2:19]([CH2:20][CH2:21][CH3:22])[Sn:23]([CH2:24][CH2:25][CH2:26][CH3:27])([CH2:28][CH2:29][CH2:30][CH3:31])[Cl:32].[CH2:1]([Li:2])[CH2:3][CH2:4][CH3:5].[CH2:33]1[O:34][CH2:35][CH2:36][CH2:37]1.[CH2:6]([CH3:7])[S:8][c:9]1[n:10][cH:11][c:12]2[n:13]1[c:14]([CH3:18])[cH:15][cH:16][cH:17]2>>[CH2:6]([CH3:7])[S:8][c:9]1[n:10][cH:11][c:12]2[n:13]1[c:14]([Sn:23]([CH2:19][CH2:20][CH2:21][CH3:22])([CH2:24][CH2:25][CH2:26][CH3:27])[CH2:28][CH2:29][CH2:30][CH3:31])[cH:15][cH:16][cH:17]2. Reactants: C1(=CC=CC=C1)C=1N=NNC1C1=CC=CC=C1 (4,5-Diphenyl-1,2,3-triazole), BrCCCCCCCCBr (1,8-dibromooctane), C([O-])([O-])=O (carbonate). The solvent is CC(CC)=O (butanone). The product is BrCCCCCCCCN1N=NC(=C1C1=CC=CC=C1)C1=CC=CC=C1 (1-(8-Bromooctyl)-4,5-diphenyl-1,2,3-triazole). Reaction SMILES: [C:1]1([C:7]2[N:8]=[N:9][NH:10][C:11]=2[C:12]2[CH:17]=[CH:16][CH:15]=[CH:14][CH:13]=2)[CH:6]=[CH:5][CH:4]=[CH:3][CH:2]=1.[Br:18][CH2:19][CH2:20][CH2:21][CH2:22][CH2:23][CH2:24][CH2:25][CH2:26]Br.C(=O)([O-])[O-]>CC(=O)CC>[Br:18][CH2:19][CH2:20][CH2:21][CH2:22][CH2:23][CH2:24][CH2:25][CH2:26][N:10]1[C:11]([C:12]2[CH:13]=[CH:14][CH:15]=[CH:16][CH:17]=2)=[C:7]([C:1]2[CH:6]=[CH:5][CH:4]=[CH:3][CH:2]=2)[N:8]=[N:9]1. Reported procedure: 4,5-Diphenyl-1,2,3-triazole was treated with 1,8-dibromooctane and potassinm carbonate in butanone to give after chromatographic work up the title compound, m.p. 90°-91° C, Found: C, 64.0; H, 6.5; N, 10.1; Br, 19.8%; C22H26BrN3 requires: C, 64.1; H, 6.4; N, 10.2; Br, 19.4%. Starting materials: C(C)(=S)NC(C1=C(C=C(C=C1)Cl)Cl)=O (N-(thioacetyl)-2,4-dichlorobenzamide), NC1=NNC(=C1C(CC)CC)CC (3-amino-5-ethyl-4-(3-pentyl)pyrazole). Solvent: O1CCOCC1 (dioxan). The product is ClC1=C(C=CC(=C1)Cl)C1=NC(=NC=2N1N=C(C2C(CC)CC)CC)C (4-(2,4-dichlorophenyl)-8-(3-pentyl)-7-ethyl-2-methyl-pyrazolo[1,5-a]-1,3,5-triazine). The yield is 25.3%. RXN SMILES: [C:1]([NH:4][C:5](=O)[C:6]1[CH:11]=[CH:10][C:9]([Cl:12])=[CH:8][C:7]=1[Cl:13])(=S)[CH3:2].[NH2:15][C:16]1[C:20]([CH:21]([CH2:24][CH3:25])[CH2:22][CH3:23])=[C:19]([CH2:26][CH3:27])[NH:18][N:17]=1>O1CCOCC1>[Cl:13][C:7]1[CH:8]=[C:9]([Cl:12])[CH:10]=[CH:11][C:6]=1[C:5]1[N:17]2[N:18]=[C:19]([CH2:26][CH3:27])[C:20]([CH:21]([CH2:24][CH3:25])[CH2:22][CH3:23])=[C:16]2[N:15]=[C:1]([CH3:2])[N:4]=1. Procedure: A mixture of N-(thioacetyl)-2,4-dichlorobenzamide (200 mg, 0.81 mmol) and 3-amino-5-ethyl-4-(3-pentyl)pyrazole (146 mg, 0.81 mmol) in dioxan (1 mL) was stirred at reflux temperature for 16 h. After being cooled to room temperature, the reaction mixture was concentrated in vacuo. Preparative TLC using EtOAc:hexanes::1:1 generated the title product (77.3 mg, 24% yield): mp=91-93° C.; NMR (CDCl3,300 MHz): δ 7.64 (d, 1H, J=8), 7.57 (d, 1H, J=2), 7.44 (dd, 1H, J=8,2), 2.77 (q, 2H, J=8), 2.69 (s, 3H),... Starting materials: O=C(O)C(=NOC1CCNC1=O)c1csc(NC(c2ccccc2)(c2ccccc2)c2ccccc2)n1, CO, O. The product is Nc1nc(C(=NOC2CCNC2=O)C(=O)O)cs1. Reaction SMILES: [C:1]([c:2]1[cH:3][cH:4][cH:5][cH:6][cH:7]1)([c:8]1[cH:9][cH:10][cH:11][cH:12][cH:13]1)([c:14]1[cH:15][cH:16][cH:17][cH:18][cH:19]1)[NH:20][c:21]1[s:22][cH:23][c:24]([C:26]([C:27](=[O:28])[OH:29])=[N:30][O:31][CH:32]2[C:33](=[O:37])[NH:34][CH2:35][CH2:36]2)[n:25]1.[CH3:38][OH:39].[OH2:40]>>[NH2:20][c:21]1[s:22][cH:23][c:24]([C:26]([C:27](=[O:28])[OH:29])=[N:30][O:31][CH:32]2[C:33](=[O:37])[NH:34][CH2:35][CH2:36]2)[n:25]1. Starting materials: [Li]CCCC, Cc1ccccc1NC(=O)C(C)(C)C, CCCCCC, Cc1ccccc1, C1CCOC1, CN=Cc1cccs1. Product: CNC(Cc1ccccc1NC(=O)C(C)(C)C)c1cccs1. RXN SMILES: [CH2:15]([Li:16])[CH2:17][CH2:18][CH3:19].[CH3:1][c:2]1[c:3]([NH:8][C:9]([C:10]([CH3:11])([CH3:12])[CH3:13])=[O:14])[cH:4][cH:5][cH:6][cH:7]1.[CH3:33][CH2:34][CH2:35][CH2:36][CH2:37][CH3:38].[CH3:39][c:40]1[cH:41][cH:42][cH:43][cH:44][cH:45]1.[O:28]1[CH2:29][CH2:30][CH2:31][CH2:32]1.[s:20]1[c:21]([CH:25]=[N:26][CH3:27])[cH:22][cH:23][cH:24]1>>[CH2:1]([c:2]1[c:3]([NH:8][C:9]([C:10]([CH3:11])([CH3:12])[CH3:13])=[O:14])[cH:4][cH:5][cH:6][cH:7]1)[CH:25]([c:21]1[s:20][cH:24][cH:23][cH:22]1)[NH:26][CH3:27]. Reactants: FC=1C=CC(=C(OC(C(=O)O)C)C1)[N+](=O)[O-] (2-(5-fluoro-2-nitrophenoxy)propionic acid), [OH-].[Na+] (sodium hydroxide), CS(=O)C (DMSO). Solvent: O (water). Run at time 8 hour. The product is OC=1C=CC(=C(OC(C(=O)O)C)C1)[N+](=O)[O-] (2-(5-hydroxy-2-nitrophenoxy)propionic acid). As a reaction SMILES: F[C:2]1[CH:3]=[CH:4][C:5]([N+:14]([O-:16])=[O:15])=[C:6]([CH:13]=1)[O:7][CH:8]([CH3:12])[C:9]([OH:11])=[O:10].[OH-].[Na+].CS(C)=[O:21]>O>[OH:21][C:2]1[CH:3]=[CH:4][C:5]([N+:14]([O-:16])=[O:15])=[C:6]([CH:13]=1)[O:7][CH:8]([CH3:12])[C:9]([OH:11])=[O:10] |f:1.2|. Procedure details: 5 Grams (21.8 moles) of 2-(5-fluoro-2-nitrophenoxy)propionic acid was heated for two hours with 5 ml of 25 percent (by weight) aqueous sodium hydroxide and 100 ml of DMSO and allowed to stand overnight. The mixture was diluted with water and extracted with 1,1,1-trichloroethane (organic discarded), then with ether. The aqueous layer was acidified and extracted with ether. The ether solution was stripped to give 2.5 g of solid product which was recrystallized from ethanol/chloroform to give 1.7 g... Yields the product O=C(CN1CCCC(c2ccccc2)(c2ccccc2)C1=O)N1CCC(C(c2ccccc2)c2ccccc2)CC1. Starting materials: CCN=C=NCCCN(C)C, CN(C)c1ccncc1, c1ccc(C(c2ccccc2)C2CCNCC2)cc1, ClCCl, Cl, O=C(O)CN1CCCC(c2ccccc2)(c2ccccc2)C1=O. RXN SMILES: [CH2:44]([N:45]=[C:46]=[N:47][CH2:48][CH2:49][CH2:50][N:51]([CH3:52])[CH3:53])[CH3:54].[CH3:58][N:59]([CH3:60])[c:61]1[cH:62][cH:63][n:64][cH:65][cH:66]1.[CH:1]([c:2]1[cH:3][cH:4][cH:5][cH:6][cH:7]1)([c:8]1[cH:9][cH:10][cH:11][cH:12][cH:13]1)[CH:14]1[CH2:15][CH2:16][NH:17][CH2:18][CH2:19]1.[Cl:55][CH2:56][Cl:57].[ClH:43].[O:20]=[C:21]1[N:22]([CH2:39][C:40](=[O:41])[OH:42])[CH2:23][CH2:24][CH2:25][C:26]1([c:27]1[cH:28][cH:29][cH:30][cH:31][cH:32]1)[c:33]1[cH:34][cH:35][cH:36][cH:37][cH:38]1>>[CH:1]([c:2]1[cH:3][cH:4][cH:5][cH:6][cH:7]1)([c:8]1[cH:9][cH:10][cH:11][cH:12][cH:13]1)[CH:14]1[CH2:15][CH2:16][N:17]([C:40]([CH2:39][N:22]2[C:21](=[O:20])[C:26]([c:27]3[cH:28][cH:29][cH:30][cH:31][cH:32]3)([c:33]3[cH:34][cH:35][cH:36][cH:37][cH:38]3)[CH2:25][CH2:24][CH2:23]2)=[O:41])[CH2:18][CH2:19]1.